Task: describe an organic reaction: reactants, conditions, products, and yield. Dataset: the Open Reaction Database (ORD), a public repository of structured organic reaction records Reactants: O=C(c1ncc[nH]1)c1ncc[nH]1, ClCCl, COC(=O)C(N)CN1CCc2[nH]ncc2C1, O=C1Nc2ccccc2CN1C1CCNCC1. Product: COC(=O)C(CN1CCc2[nH]ncc2C1)NC(=O)N1CCC(N2Cc3ccccc3NC2=O)CC1. Reaction SMILES: [C:17](=[O:18])([c:19]1[nH:20][cH:21][cH:22][n:23]1)[c:24]1[nH:25][cH:26][cH:27][n:28]1.[CH2:46]([Cl:47])[Cl:48].[CH3:1][O:2][C:3]([CH:4]([CH2:5][N:6]1[CH2:7][c:8]2[c:9]([nH:12][n:13][cH:14]2)[CH2:10][CH2:11]1)[NH2:15])=[O:16].[NH:29]1[CH2:30][CH2:31][CH:32]([N:35]2[C:36](=[O:45])[NH:37][c:38]3[cH:39][cH:40][cH:41][cH:42][c:43]3[CH2:44]2)[CH2:33][CH2:34]1>>[CH3:1][O:2][C:3]([CH:4]([CH2:5][N:6]1[CH2:7][c:8]2[c:9]([nH:12][n:13][cH:14]2)[CH2:10][CH2:11]1)[NH:15][C:17](=[O:18])[N:29]1[CH2:30][CH2:31][CH:32]([N:35]2[C:36](=[O:45])[NH:37][c:38]3[cH:39][cH:40][cH:41][cH:42][c:43]3[CH2:44]2)[CH2:33][CH2:34]1)=[O:16].